Dataset: the Open Reaction Database (ORD), a public repository of structured organic reaction records. Task: describe an organic reaction: reactants, conditions, products, and yield Starting materials: ClC1=C2C3=C(C(NC2=NC=C1)=O)C=CC=C3 (1-Chloro-5H-benzo[c][1,8]naphthyridin-6-one), C(#C)C1=C(C=CC=C1)C(F)(F)F (2-ethynyl-α,α,α-trifluorotoluene). Product: FC(C1=C(C=CC=C1)C#CC1=C2C3=C(C(NC2=NC=C1)=O)C=CC=C3)(F)F (1-{[2-(trifluoromethyl)phenyl]ethynyl}benzo[c]-1,8-naphthyridin-6(5H)-one). Isolated yield 11.5%. RXN SMILES: Cl[C:2]1[CH:11]=[CH:10][N:9]=[C:8]2[C:3]=1[C:4]1[CH:16]=[CH:15][CH:14]=[CH:13][C:5]=1[C:6](=[O:12])[NH:7]2.[C:17]([C:19]1[CH:24]=[CH:23][CH:22]=[CH:21][C:20]=1[C:25]([F:28])([F:27])[F:26])#[CH:18]>>[F:26][C:25]([F:27])([F:28])[C:20]1[CH:21]=[CH:22][CH:23]=[CH:24][C:19]=1[C:17]#[C:18][C:2]1[CH:11]=[CH:10][N:9]=[C:8]2[C:3]=1[C:4]1[CH:16]=[CH:15][CH:14]=[CH:13][C:5]=1[C:6](=[O:12])[NH:7]2. Procedure details: The title compound was synthesized according to the procedure described for the preparation of Example 160 using 83 (100 mg, 0.43 mmol) and 2-ethynyl-α,α,α-trifluorotoluene (0.09 mL, 0.65 mmol) to provide 254 (18 mg, 12% yield) as a tan solid. LC-MS (M+H=365 obsd.=365). 1H NMR (400 MHz, d6-DMSO): δ 9.62 (d, 1H), 8.50 (d, 1H), 8.41 (dd, 1H), 8.08 (d, 1H), 7.95 (d, 1H), 7.86 (m, 2H), 7.74 (m, 2H), 7.39 (d, 1H). The reactants are ( iii ), O1C(CCCC1)ONC(=O)[C@@H](C\C=C\C1=CC=CC=C1)[C@H](C(=O)NNS(=O)(=O)C)CC(C)C ((E)-2(R)-[1(S)-[(tetrahydro-2(RS)-pyranyloxy)carbamoyl]-4-phenyl-3-butenyl]-2′-(methanesulphonyl)-4-methylvalerohydrazide), BrCCCC=C (5-bromo-1-pentene). The product is ONC(=O)[C@@H](C\C=C\C1=CC=CC=C1)[C@H](C(=O)NN(CCCC=C)S(=O)(=O)C)CC(C)C ((E)-2(R)-[1(S)-(Hydroxycarbamoyl)-4-phenyl-3-butenyl]-2′-(methanesulphonyl)-4-methyl-2′-(4-pentenyl)valerohydrazide). RXN SMILES: O1CCCCC1[O:7][NH:8][C:9]([C@H:11]([C@@H:21]([CH2:30][CH:31]([CH3:33])[CH3:32])[C:22]([NH:24][NH:25][S:26]([CH3:29])(=[O:28])=[O:27])=[O:23])[CH2:12]/[CH:13]=[CH:14]/[C:15]1[CH:20]=[CH:19][CH:18]=[CH:17][CH:16]=1)=[O:10].Br[CH2:35][CH2:36][CH2:37][CH:38]=[CH2:39]>>[OH:7][NH:8][C:9]([C@H:11]([C@@H:21]([CH2:30][CH:31]([CH3:33])[CH3:32])[C:22]([NH:24][N:25]([S:26]([CH3:29])(=[O:28])=[O:27])[CH2:39][CH2:38][CH2:37][CH:36]=[CH2:35])=[O:23])[CH2:12]/[CH:13]=[CH:14]/[C:15]1[CH:16]=[CH:17][CH:18]=[CH:19][CH:20]=1)=[O:10]. Reported procedure: The starting material was prepared in an analogous manner to that described in Example 15, part (iii), starting from (E)-2(R)-[1(S)-[(tetrahydro-2(RS)-pyranyloxy)carbamoyl]-4-phenyl-3-butenyl]-2′-(methanesulphonyl)-4-methylvalerohydrazide and 5-bromo-1-pentene. Reactants: [N+](=O)([O-])C1=CC=C(C=O)C=C1 (4-nitrobenzaldehyde), N1=C(C=C(C=C1)C)C (2,4-lutidine). The solvent is C(C)(=O)OC(C)=O (acetic anhydride). Yields the product CC1=CC(=NC=C1)C=CC1=CC=C(C=C1)[N+](=O)[O-] (4-methyl-2-[2-(4-nitrophenyl)vinyl]pyridine). Isolated yield 46.0%. As a reaction SMILES: [N+:1]([C:4]1[CH:11]=[CH:10][C:7]([CH:8]=O)=[CH:6][CH:5]=1)([O-:3])=[O:2].[N:12]1[CH:17]=[CH:16][C:15]([CH3:18])=[CH:14][C:13]=1[CH3:19]>C(OC(=O)C)(=O)C>[CH3:18][C:15]1[CH:16]=[CH:17][N:12]=[C:13]([CH:19]=[CH:8][C:7]2[CH:10]=[CH:11][C:4]([N+:1]([O-:3])=[O:2])=[CH:5][CH:6]=2)[CH:14]=1. Procedure: A mixture of 4-nitrobenzaldehyde (30.2 g) and 2,4-lutidine (64.2 g) in acetic anhydride (100 ml) was refluxed for 11 hours under stirring. The reaction mixture was evaporated in vacuo and the residue was dissolved in a mixture of ethyl acetate and water. The resultant solution was acidified to pH 0.8 with conc. hydrochloric acid and the mixture was stirred at ambient temperature for one hour. The precipitate was collected by filtration. The residue was suspended in a mixture of ethyl acetate, te...